This data is from the Open Reaction Database (ORD), a public repository of structured organic reaction records. The task is: describe an organic reaction: reactants, conditions, products, and yield Reactants: MgO, C(C)(=O)NC=1C(=NC(=CC1)CC)Cl (3-acetamido-2-chloro-6-ethylpyridine), [O-][Mn](=O)(=O)=O.[K+] (KMnO4), [N+](=O)(O)[O-] (HNO3). The solvent is CC(=O)C (acetone), O (water). Run at temperature 20 celsius. Yields the product C(C)(=O)C1=CC=C(C(=N1)Cl)NC(C)=O (6-Acetyl-3-acetamido-2-chloropyridine). RXN SMILES: [N+]([O-])(O)=O.[C:5]([NH:8][C:9]1[C:10]([Cl:17])=[N:11][C:12]([CH2:15][CH3:16])=[CH:13][CH:14]=1)(=[O:7])[CH3:6].[O-:18][Mn](=O)(=O)=O.[K+]>O.CC(C)=O>[C:15]([C:12]1[N:11]=[C:10]([Cl:17])[C:9]([NH:8][C:5](=[O:7])[CH3:6])=[CH:14][CH:13]=1)(=[O:18])[CH3:16] |f:2.3|. Procedure details: 4.937 g (0.124 mol) of MgO are suspended in 112 ml of water and the suspension is brought to pH 6 with about 16.7 ml (0.242 mol) of 65% strength HNO3. 10 g (49.4 mmol) of 3-acetamido-2-chloro-6-ethylpyridine, dissolved in 112 ml of acetone, are then added, 19.5 g (0.124 mol of KMnO4 are introduced and the mixture is stirred at 20° C. until the reaction is complete (48 hours). The solid is then filtered off with suction and the filter cake is washed thoroughly with hot acetone. The filtrate is di... The solvent is C(Cl)Cl (CH2Cl2). The reactants are CN(CCCOC1=C(C=C(C=C1)N)C=1N(N=CC1)C)C (4-(3-dimethylamino-propoxy)-3-(2-methyl-2H-pyrazol-3-yl)-phenylamine), FC1=CC=C(C=C1)N=C=O (4-fluorophenyl isocyanate). Procedure details: To a solution of 4-(3-dimethylamino-propoxy)-3-(2-methyl-2H-pyrazol-3-yl)-phenylamine (24.6 mg, 0.090 mmol) in CH2Cl2 (2 mL) was added 4-fluorophenyl isocyanate (0.12 μL, 0.107 mmol) and stirred for two hours. The resulting material was purified by solid phase extraction (SCX, 1 gram cartridge), eluting with methanol (30 mL) followed by 2M NH3 in methanol (30 mL). The NH3 containing fractions were dried in vacuo to afford Compound 125 as a colorless solid (27.0 mg, 73%). LCMS m/z (%)=412 (M+H, 1... Yields the product CN(CCCOC1=C(C=C(C=C1)NC(=O)NC1=CC=C(C=C1)F)C=1N(N=CC1)C)C (1-[4-(3-Dimethylamino-propoxy)-3-(2-methyl-2H-pyrazol-3-yl)-phenyl]-3-(4-fluoro-phenyl)-urea). Run at time 2 hour. Isolated yield 72.9%. Reaction SMILES: [CH3:1][N:2]([CH3:20])[CH2:3][CH2:4][CH2:5][O:6][C:7]1[CH:12]=[CH:11][C:10]([NH2:13])=[CH:9][C:8]=1[C:14]1[N:15]([CH3:19])[N:16]=[CH:17][CH:18]=1.[F:21][C:22]1[CH:27]=[CH:26][C:25]([N:28]=[C:29]=[O:30])=[CH:24][CH:23]=1>C(Cl)Cl>[CH3:20][N:2]([CH3:1])[CH2:3][CH2:4][CH2:5][O:6][C:7]1[CH:12]=[CH:11][C:10]([NH:13][C:29]([NH:28][C:25]2[CH:26]=[CH:27][C:22]([F:21])=[CH:23][CH:24]=2)=[O:30])=[CH:9][C:8]=1[C:14]1[N:15]([CH3:19])[N:16]=[CH:17][CH:18]=1. Starting materials: [Br-], [Br-], [Br-], Brc1ccc(I)cc1, C#C[Mg+], C1CCOC1, [Zn+2]. Yields the product C#Cc1ccc(Br)cc1. RXN SMILES: [Br-:18].[Br-:1].[Br-:20].[Br:5][c:6]1[cH:7][cH:8][c:9]([I:12])[cH:10][cH:11]1.[C:2](#[CH:3])[Mg+:4].[CH2:13]1[O:14][CH2:15][CH2:16][CH2:17]1.[Zn+2:19]>>[C:2](#[CH:3])[c:9]1[cH:8][cH:7][c:6]([Br:5])[cH:11][cH:10]1. The reactants are COc1ccccc1Sc1ccccc1CC(=O)O, CS(=O)(=O)O. Yields the product COc1cccc2c1Sc1ccccc1CC2=O. RXN SMILES: [CH3:1][O:2][c:3]1[c:4]([S:9][c:10]2[c:11]([CH2:16][C:17](=[O:18])[OH:19])[cH:12][cH:13][cH:14][cH:15]2)[cH:5][cH:6][cH:7][cH:8]1.[CH3:20][S:21](=[O:22])(=[O:23])[OH:24]>>[CH3:1][O:2][c:3]1[c:4]2[c:5]([cH:6][cH:7][cH:8]1)[C:17](=[O:19])[CH2:16][c:11]1[c:10]([cH:15][cH:14][cH:13][cH:12]1)[S:9]2. Starting materials: [N+](=O)([O-])C1=CC(=C(C=C1NC(CN1C(C=2C(C1=O)=CC=CC2)=O)=O)NS(=O)(=O)C)OC2=CC=CC=C2 (N-(4-nitro-2-phenoxy-5-phthalimidoacetylaminophenyl)methanesulfonamide), O.NN (hydrazine monohydrate). Solvent: ClCCl.CO (dichloromethane methanol). Conditions: time 19 hour. Product: NCC(=O)NC=1C(=CC(=C(C1)NS(=O)(=O)C)OC1=CC=CC=C1)[N+](=O)[O-] (N-(5-aminoacetylamino-4-nitro-2 -phenoxyphenyl)methanesulfonamide). Yield: 73.5%. RXN SMILES: [N+:1]([C:4]1[C:9]([NH:10][C:11](=[O:24])[CH2:12][N:13]2C(=O)C3=CC=CC=C3C2=O)=[CH:8][C:7]([NH:25][S:26]([CH3:29])(=[O:28])=[O:27])=[C:6]([O:30][C:31]2[CH:36]=[CH:35][CH:34]=[CH:33][CH:32]=2)[CH:5]=1)([O-:3])=[O:2].O.NN>ClCCl.CO>[NH2:13][CH2:12][C:11]([NH:10][C:9]1[C:4]([N+:1]([O-:3])=[O:2])=[CH:5][C:6]([O:30][C:31]2[CH:36]=[CH:35][CH:34]=[CH:33][CH:32]=2)=[C:7]([NH:25][S:26]([CH3:29])(=[O:27])=[O:28])[CH:8]=1)=[O:24] |f:1.2,3.4|. Reported procedure: To 350 ml of a dichloromethane-methanol (5:2) solution containing 9.5 g of N-(4-nitro-2-phenoxy-5-phthalimidoacetylaminophenyl)methanesulfonamide was added 0.64 ml of 99% hydrazine monohydrate at room temperature, followed by stirring for 19 hours. The precipitate was removed by filtration, followed by washing with hot acetonitrile. The filtrate was washed with water, and concentrated under reduced pressere. The resulting precipitate was washed with ethanol and dried to give 5.2 g of N-(5-aminoa... The reactants are CN(Cc1cc(Br)n(S(=O)(=O)c2cccnc2)c1)C(=O)OC(C)(C)C, Cc1cscc1B(O)O, [Na+], [Na+], O=C([O-])[O-], c1ccc(P(c2ccccc2)(c2ccccc2)[Pd](P(c2ccccc2)(c2ccccc2)c2ccccc2)(P(c2ccccc2)(c2ccccc2)c2ccccc2)P(c2ccccc2)(c2ccccc2)c2ccccc2)cc1. Yields the product Cc1cscc1-c1cc(CN(C)C(=O)OC(C)(C)C)cn1S(=O)(=O)c1cccnc1. RXN SMILES: [C:1]([CH3:2])([CH3:3])([CH3:4])[O:5][C:6]([N:7]([CH3:8])[CH2:9][c:10]1[cH:11][n:12]([S:16](=[O:17])(=[O:18])[c:19]2[cH:20][n:21][cH:22][cH:23][cH:24]2)[c:13]([Br:15])[cH:14]1)=[O:25].[CH3:26][c:27]1[c:28]([B:32]([OH:33])[OH:34])[cH:29][s:30][cH:31]1.[Na+:35].[Na+:36].[O-:37][C:38](=[O:39])[O-:40].[cH:41]1[cH:42][cH:43][c:44]([P:45]([Pd:46]([P:47]([c:48]2[cH:49][cH:50][cH:51][cH:52][cH:53]2)([c:54]2[cH:55][cH:56][cH:57][cH:58][cH:59]2)[c:60]2[cH:61][cH:62][cH:63][cH:64][cH:65]2)([P:66]([c:67]2[cH:68][cH:69][cH:70][cH:71][cH:72]2)([c:73]2[cH:74][cH:75][cH:76][cH:77][cH:78]2)[c:79]2[cH:80][cH:81][cH:82][cH:83][cH:84]2)[P:85]([c:86]2[cH:87][cH:88][cH:89][cH:90][cH:91]2)([c:92]2[cH:93][cH:94][cH:95][cH:96][cH:97]2)[c:98]2[cH:99][cH:100][cH:101][cH:102][cH:103]2)([c:104]2[cH:105][cH:106][cH:107][cH:108][cH:109]2)[c:110]2[cH:111][cH:112][cH:113][cH:114][cH:115]2)[cH:116][cH:117]1>>[C:1]([CH3:2])([CH3:3])([CH3:4])[O:5][C:6]([N:7]([CH3:8])[CH2:9][c:10]1[cH:11][n:12]([S:16](=[O:17])(=[O:18])[c:19]2[cH:20][n:21][cH:22][cH:23][cH:24]2)[c:13](-[c:28]2[c:27]([CH3:26])[cH:31][s:30][cH:29]2)[cH:14]1)=[O:25]. Starting materials: NC1CCN(CC1)C(=O)OC(C)(C)C (tert-butyl 4-aminopiperidine-1-carboxylate), N1(N=NC2=C1C=CC=C2)O (1H-benzo[d][1,2,3]triazole-1-ol), C(#N)C=1C(=C2C(=NC1C1=C(C=C(C=C1)O)F)NN=C2C)[C@H]2[C@@H](C2)C(=O)O ((1R,2R)-2-(5-cyano-6-(2-fluoro-4-hydroxyphenyl)-3-methyl-1H-pyrazolo[3,4-b]pyridine-4-yl)cyclopropane carboxylic acid), N,N-dimethyl-N-[(methylimino)methylene]propane-1,3-diamine hydrochloride. Reagents/catalysts: CN(C1=CC=NC=C1)C (N,N-dimethylpyridine-4-amine). Run in CN(C=O)C (dimethylformamide). Run at time 20 hour. Yields the product C(#N)C=1C(=C2C(=NC1C1=C(C=C(C=C1)O)F)NN=C2C)[C@H]2[C@@H](C2)C(=O)NC2CCN(CC2)C(=O)OC(C)(C)C (tert-butyl 4-((1R,2R)-2-(5-cyano-6-(2-fluoro-4-hydroxyphenyl)-3-methyl-1H-pyrazolo[3,4-b]pyridin-4-yl)cyclopropanecarboxamido)piperidine-1-carboxylate). Isolated yield 51.9%. RXN SMILES: [C:1]([C:3]1[C:4]([C@@H:21]2[CH2:23][C@H:22]2[C:24](O)=[O:25])=[C:5]2[C:19]([CH3:20])=[N:18][NH:17][C:6]2=[N:7][C:8]=1[C:9]1[CH:14]=[CH:13][C:12]([OH:15])=[CH:11][C:10]=1[F:16])#[N:2].[NH2:27][CH:28]1[CH2:33][CH2:32][N:31]([C:34]([O:36][C:37]([CH3:40])([CH3:39])[CH3:38])=[O:35])[CH2:30][CH2:29]1.N1(O)C2C=CC=CC=2N=N1>CN(C)C=O.CN(C)C1C=CN=CC=1>[C:1]([C:3]1[C:4]([C@@H:21]2[CH2:23][C@H:22]2[C:24]([NH:27][CH:28]2[CH2:29][CH2:30][N:31]([C:34]([O:36][C:37]([CH3:40])([CH3:39])[CH3:38])=[O:35])[CH2:32][CH2:33]2)=[O:25])=[C:5]2[C:19]([CH3:20])=[N:18][NH:17][C:6]2=[N:7][C:8]=1[C:9]1[CH:14]=[CH:13][C:12]([OH:15])=[CH:11][C:10]=1[F:16])#[N:2]. Procedure: To 200 mg (0.57 mmol) of (1R,2R)-2-(5-cyano-6-(2-fluoro-4-hydroxyphenyl)-3-methyl-1H-pyrazolo[3,4-b]pyridine-4-yl)cyclopropane carboxylic acid diluted in 4 ml of anhydrous dimethylformamide are added, at 0° C., 121 mg (0.57 mmol) of tert-butyl 4-aminopiperidine-1-carboxylate, 76 mg (0.62 mmol) of N,N-dimethylpyridine-4-amine (DMAP), 110 mg (0.62 mmol of N,N-dimethyl-N-[(methylimino)methylene]propane-1,3-diamine hydrochloride (EDCI) and 84 mg (0.62 mmol) of 1H-benzo[d][1,2,3]triazole-1-ol (HOBT)....